This data is from the Open Reaction Database (ORD), a public repository of structured organic reaction records. The task is: describe an organic reaction: reactants, conditions, products, and yield The reactants are CC(C)(C)c1ccc(-c2nc3c(N4CCNCC4)cccc3[nH]2)cc1, CC(=O)O[BH-](OC(C)=O)OC(C)=O, CN1CCCC1=O, CCOC(C)=O, O=Cc1ccc([N+](=O)[O-])c(F)c1, [Na+]. Product: CC(C)(C)c1ccc(-c2nc3c(N4CCN(Cc5ccc([N+](=O)[O-])c(F)c5)CC4)cccc3[nH]2)cc1. Reaction SMILES: [C:1]([CH3:2])([CH3:3])([CH3:4])[c:5]1[cH:6][cH:7][c:8](-[c:11]2[n:12][c:13]3[c:14]([nH:15]2)[cH:16][cH:17][cH:18][c:19]3[N:20]2[CH2:21][CH2:22][NH:23][CH2:24][CH2:25]2)[cH:9][cH:10]1.[C:38]([O:39][BH-:40]([O:41][C:42](=[O:43])[CH3:44])[O:45][C:46](=[O:47])[CH3:48])(=[O:49])[CH3:50].[CH3:52][N:53]1[CH2:54][CH2:55][CH2:56][C:57]1=[O:58].[CH3:59][CH2:60][O:61][C:62](=[O:63])[CH3:64].[F:26][c:27]1[cH:28][c:29]([CH:30]=[O:31])[cH:32][cH:33][c:34]1[N+:35](=[O:36])[O-:37].[Na+:51]>>[C:1]([CH3:2])([CH3:3])([CH3:4])[c:5]1[cH:6][cH:7][c:8](-[c:11]2[n:12][c:13]3[c:14]([nH:15]2)[cH:16][cH:17][cH:18][c:19]3[N:20]2[CH2:21][CH2:22][N:23]([CH2:30][c:29]3[cH:28][c:27]([F:26])[c:34]([N+:35](=[O:36])[O-:37])[cH:33][cH:32]3)[CH2:24][CH2:25]2)[cH:9][cH:10]1.